Dataset: the Open Reaction Database (ORD), a public repository of structured organic reaction records. Task: describe an organic reaction: reactants, conditions, products, and yield Starting materials: N,N-dicyclohexylcarbodiimide, C(#C)C1(CCC(CC1)C1CCC(CC1)CCC)O (4-ethynyl-4′-propylbicyclohexyl-4-ol), C(CC)C1CCC(CC1)C(=O)O (4-propylcyclohexanecarboxylic acid). The reagents and catalysts are CN(C1=CC=NC=C1)C (4-(dimethylamino)pyridine). The solvent is C(Cl)Cl (methylene chloride), ClCCl (dichloromethane). Run at time 8 hour. Yields the product C(CC)C1CCC(CC1)C(=O)OC1(CCC(CC1)C1CCC(CC1)CCC)C#C (4-ethynyl-4′-propylbicyclohexyl-4-yl 4-propylcyclohexane-carboxylate). RXN SMILES: [C:1]([C:3]1([OH:18])[CH2:8][CH2:7][CH:6]([CH:9]2[CH2:14][CH2:13][CH:12]([CH2:15][CH2:16][CH3:17])[CH2:11][CH2:10]2)[CH2:5][CH2:4]1)#[CH:2].[CH2:19]([CH:22]1[CH2:27][CH2:26][CH:25]([C:28](O)=[O:29])[CH2:24][CH2:23]1)[CH2:20][CH3:21]>CN(C)C1C=CN=CC=1.ClCCl>[CH2:19]([CH:22]1[CH2:27][CH2:26][CH:25]([C:28]([O:18][C:3]2([C:1]#[CH:2])[CH2:8][CH2:7][CH:6]([CH:9]3[CH2:14][CH2:13][CH:12]([CH2:15][CH2:16][CH3:17])[CH2:11][CH2:10]3)[CH2:5][CH2:4]2)=[O:29])[CH2:24][CH2:23]1)[CH2:20][CH3:21]. Procedure: 4.00 g of 4-(dimethylamino)pyridine are added to a solution of 16.00 g of 4-ethynyl-4′-propylbicyclohexyl-4-ol and 11.51 g of 4-propylcyclohexanecarboxylic acid in 120 ml of dichloromethane. 9.66 g of N,N-dicyclohexylcarbodiimide in 30 ml of methylene chloride are subsequently added dropwise at RT, and the mixture is stirred overnight. Conventional work-up gives 4-ethynyl-4′-propylbicyclohexyl-4-yl 4-propylcyclohexane-carboxylate (C 59 N 120 I, Δε−1.57, Δn 0.04). The reactants are C1CCOC1, COc1ccc(-c2ccc(NS(C)(=O)=O)cc2)cc1CN(C(=O)c1sc2c(F)ccc(F)c2c1Cl)C1CCC(N(C)C(=O)OC(C)(C)C)CC1, [H-], CI, [Na+], O. Yields the product COc1ccc(-c2ccc(N(C)S(C)(=O)=O)cc2)cc1CN(C(=O)c1sc2c(F)ccc(F)c2c1Cl)C1CCC(N(C)C(=O)OC(C)(C)C)CC1. RXN SMILES: [CH2:55]1[O:56][CH2:57][CH2:58][CH2:59]1.[Cl:1][c:2]1[c:3]2[c:4]([s:5][c:6]1[C:7](=[O:8])[N:9]([CH:10]1[CH2:11][CH2:12][CH:13]([N:16]([C:17]([O:18][C:19]([CH3:20])([CH3:21])[CH3:22])=[O:23])[CH3:24])[CH2:14][CH2:15]1)[CH2:25][c:26]1[cH:27][c:28](-[c:34]3[cH:35][cH:36][c:37]([NH:40][S:41](=[O:42])(=[O:43])[CH3:44])[cH:38][cH:39]3)[cH:29][cH:30][c:31]1[O:32][CH3:33])[c:45]([F:50])[cH:46][cH:47][c:48]2[F:49].[H-:51].[I:53][CH3:54].[Na+:52].[OH2:60]>>[Cl:1][c:2]1[c:3]2[c:4]([s:5][c:6]1[C:7](=[O:8])[N:9]([CH:10]1[CH2:11][CH2:12][CH:13]([N:16]([C:17]([O:18][C:19]([CH3:20])([CH3:21])[CH3:22])=[O:23])[CH3:24])[CH2:14][CH2:15]1)[CH2:25][c:26]1[cH:27][c:28](-[c:34]3[cH:35][cH:36][c:37]([N:40]([S:41](=[O:42])(=[O:43])[CH3:44])[CH3:54])[cH:38][cH:39]3)[cH:29][cH:30][c:31]1[O:32][CH3:33])[c:45]([F:50])[cH:46][cH:47][c:48]2[F:49]. Reactants: C(C=C)N(C(=O)OCC)C(C(OC)OC)C (N-allyl-N-(1,1-dimethoxyprop-2-yl)-urethane), ice water. Run in C(=O)O (formic acid). Product: C(C=C)N(C(=O)OCC)C(C=O)C (N-Allyl-N-(1-oxoprop-2-yl)-urethane). As a reaction SMILES: [CH2:1]([N:4]([CH:10]([CH3:16])[CH:11](OC)[O:12]C)[C:5]([O:7][CH2:8][CH3:9])=[O:6])[CH:2]=[CH2:3]>C(O)=O>[CH2:1]([N:4]([CH:10]([CH3:16])[CH:11]=[O:12])[C:5]([O:7][CH2:8][CH3:9])=[O:6])[CH:2]=[CH2:3]. Reported procedure: 76.5 g (0.213 mol) of 64.5% pure N-allyl-N-(1,1-dimethoxyprop-2-yl)-urethane are heated in 180 ml of formic acid at 100° C. for one hour. The mixture is poured into ice-water and extracted with CH2Cl2, the extracts are washed neutral with NaHCO3 solution, dried over MgSO4 and concentrated and the residue is distilled. Starting materials: FC(C(=O)NC1C(NCC1)=O)(F)F (2,2,2-Trifluoro-N-(2-oxo-pyrrolidin-3-yl)-acetamide), C[Si]([N-][Si](C)(C)C)(C)C.[Li+] (lithium hexamethyldisilazide), Cl (hydrochloric acid), ClC(=O)OCC1=CC=CC=C1 (benzyl chloroformate). The solvent is O1CCCC1 (tetrahydrofuran). The product is C(C1=CC=CC=C1)OC(=O)N1C(C(CC1)NC(C(F)(F)F)=O)=O (2-Oxo-3-(2,2,2-trifluoro-acetylamino)-pyrrolidine-1-carboxylic acid benzyl ester). RXN SMILES: [F:1][C:2]([F:13])([F:12])[C:3]([NH:5][CH:6]1[CH2:10][CH2:9][NH:8][C:7]1=[O:11])=[O:4].C[Si](C)(C)[N-][Si](C)(C)C.[Li+].Cl[C:25]([O:27][CH2:28][C:29]1[CH:34]=[CH:33][CH:32]=[CH:31][CH:30]=1)=[O:26].Cl>O1CCCC1>[CH2:28]([O:27][C:25]([N:8]1[CH2:9][CH2:10][CH:6]([NH:5][C:3](=[O:4])[C:2]([F:1])([F:12])[F:13])[C:7]1=[O:11])=[O:26])[C:29]1[CH:34]=[CH:33][CH:32]=[CH:31][CH:30]=1 |f:1.2|. Reported procedure: To Intermediate 3 (3.5 g) in tetrahydrofuran (100 ml) at −70° C. was added lithium hexamethyldisilazide (20 ml). After ¼ h, benzyl chloroformate (2.8 ml) was added. The mixture was warmed to room temperature for 1 h and 1 M hydrochloric acid (25 ml) added. After extraction with ethyl acetate (3×25 ml), the combined extracts were washed with 2% ammonia solution, 2M hydrochloric acid and brine, then dried (MgSO4). After solvent removal, the white solid was recrystallised from ethyl acetate: hexane... Reactants: O (H2O), FC1=C(C(=CC=C1)F)N1C(C=CC2=C1N=C(N=C2C2=C(C=C(C=C2)F)C)NCC(=O)NCCOC)=O (2-[8-(2,6-Difluoro-phenyl)-4-(4-fluoro-2-methyl-phenyl)-7-oxo-7,8-dihydro-pyrido[2,3-d]pyrimidin-2-ylamino]-N-(2-methoxy-ethyl)-acetamide), B(Br)(Br)Br (boron tribromide). Run in ClCCl (dichloromethane), ClCCl (dichloromethane). Run at time 2 hour. The product is FC1=C(C(=CC=C1)F)N1C(C=CC2=C1N=C(N=C2C2=C(C=C(C=C2)F)C)NCC(=O)NCCO)=O (2-[8-(2,6-Difluoro-phenyl)-4-(4-fluoro-2-methyl-phenyl)-7-oxo-7,8-dihydro-pyrido[2,3-d]pyrimidin-2-ylamino]-N-(2-hydroxy-ethyl)-acetamide). Yield: 62.1%. As a reaction SMILES: [F:1][C:2]1[CH:7]=[CH:6][CH:5]=[C:4]([F:8])[C:3]=1[N:9]1[C:14]2[N:15]=[C:16]([NH:27][CH2:28][C:29]([NH:31][CH2:32][CH2:33][O:34]C)=[O:30])[N:17]=[C:18]([C:19]3[CH:24]=[CH:23][C:22]([F:25])=[CH:21][C:20]=3[CH3:26])[C:13]=2[CH:12]=[CH:11][C:10]1=[O:36].B(Br)(Br)Br.O>ClCCl>[F:1][C:2]1[CH:7]=[CH:6][CH:5]=[C:4]([F:8])[C:3]=1[N:9]1[C:14]2[N:15]=[C:16]([NH:27][CH2:28][C:29]([NH:31][CH2:32][CH2:33][OH:34])=[O:30])[N:17]=[C:18]([C:19]3[CH:24]=[CH:23][C:22]([F:25])=[CH:21][C:20]=3[CH3:26])[C:13]=2[CH:12]=[CH:11][C:10]1=[O:36]. Reported procedure: To a soln of the product of Example 205 (50 mg, 0.1 mmol), in dichloromethane (2 mL) was added 1 M boron tribromide in dichloromethane (0.5 mL, 0.5 mmol). The mixture was stirred at 23° for 2 h, H2O was added, extracted with EtOAc. The organic layer was dried (Na2SO4) and concentrated to give the crude material. Recrystallization from dichloromethane and hexane afforded the title product (30 mg, 62%). LC-MS: 484.2 (MH+, m/z), 1.59 (Rt, min). Reactants: ClC[Si](Cl)(Cl)C ((chloromethyl)methyldichlorosilane), Cl[SiH](Cl)Cl (trichlorosilane). The reagents and catalysts are [Cl-].C(CCC)[P+](CCCC)(CCCC)CCCC (tetrabutylphosphonium chloride). Yields the product Cl[Si](C[Si](C)(Cl)Cl)(Cl)Cl (1,1,1,3,3-pentachloro-1,3-disilabutane). Yield: 59.8%. RXN SMILES: Cl[CH2:2][Si:3]([CH3:6])([Cl:5])[Cl:4].[Cl:7][SiH:8]([Cl:10])[Cl:9]>[Cl-].C([P+](CCCC)(CCCC)CCCC)CCC>[Cl:7][Si:8]([Cl:10])([Cl:9])[CH2:2][Si:3]([Cl:5])([Cl:4])[CH3:6] |f:2.3|. Reported procedure: In the same apparatus and procedure as Example 1 above, 0.18 g (0.61 mmol) of tetrabutylphosphonium chloride, 1.00 g (6.12 mmol) of (chloromethyl)methyldichlorosilane, and 2.52 g (18.6 mmol) of trichlorosilane were reacted at 150° C. for 2 hrs. The resulting mixture was distilled to give 0.96 g of 1,1,1,3,3-pentachloro-1,3-disilabutane (yield; 60%). Reactants: O1CCCC1 (tetrahydrofuran), [Si](C)(C)(C(C)(C)C)OCC1=NC=C(C(=C1)C(C1=C(C=CC(=C1)F)F)SC1=CC=C(C=C1)Cl)C (2-[(t-butyldimethylsilyloxy)methyl]-4-[(4-chlorophenylthio)(2,5-difluorophenyl)methyl]-5-methylpyridine), [F-].C(CCC)[N+](CCCC)(CCCC)CCCC (tetrabutylammonium fluoride), O1CCCC1 (tetrahydrofuran), O (Water). The solvent is CCCCCC (hexane). Conditions: time 20 minute. Yields the product ClC1=CC=C(C=C1)SC(C1=CC(=NC=C1C)CO)C1=C(C=CC(=C1)F)F ([4-[(4-Chlorophenylthio)(2,5-difluorophenyl)methyl]-5-methylpyridin-2-yl]methanol). Yield: 97.2%. As a reaction SMILES: O1CCCC1.[Si]([O:13][CH2:14][C:15]1[CH:20]=[C:19]([CH:21]([S:30][C:31]2[CH:36]=[CH:35][C:34]([Cl:37])=[CH:33][CH:32]=2)[C:22]2[CH:27]=[C:26]([F:28])[CH:25]=[CH:24][C:23]=2[F:29])[C:18]([CH3:38])=[CH:17][N:16]=1)(C(C)(C)C)(C)C.[F-].C([N+](CCCC)(CCCC)CCCC)CCC.O>CCCCCC>[Cl:37][C:34]1[CH:35]=[CH:36][C:31]([S:30][CH:21]([C:22]2[CH:27]=[C:26]([F:28])[CH:25]=[CH:24][C:23]=2[F:29])[C:19]2[C:18]([CH3:38])=[CH:17][N:16]=[C:15]([CH2:14][OH:13])[CH:20]=2)=[CH:32][CH:33]=1 |f:2.3|. Procedure: To a tetrahydrofuran solution (3 ml) of 2-[(t-butyldimethylsilyloxy)methyl]-4-[(4-chlorophenylthio)(2,5-difluorophenyl)methyl]-5-methylpyridine (200 mg, 0.395 mmol) was added tetrabutylammonium fluoride (a 1.0M tetrahydrofuran solution, 593 μl, 0.593 mmol). The resulting mixture was stirred for 20 minutes. Water was added to the reaction mixture, followed by extraction with ethyl acetate. The organic layer was washed with brine, dried over anhydrous magnesium sulfate, and concentrated under redu...